From a dataset of the Open Reaction Database (ORD), a public repository of structured organic reaction records. describe an organic reaction: reactants, conditions, products, and yield The reactants are COCN(c1cc(C)cnc1C(=O)c1ccnc2[nH]ncc12)S(=O)(=O)c1ccc(Cl)c(C(F)(F)F)c1, Cl, C1COCCO1, O. The product is Cc1cnc(C(=O)c2ccnc3[nH]ncc23)c(NS(=O)(=O)c2ccc(Cl)c(C(F)(F)F)c2)c1. As a reaction SMILES: [Cl:1][c:2]1[c:3]([C:33]([F:34])([F:35])[F:36])[cH:4][c:5]([S:8](=[O:9])(=[O:10])[N:11]([c:12]2[c:13]([C:19](=[O:20])[c:21]3[c:22]4[c:23]([n:24][cH:25][cH:26]3)[nH:27][n:28][cH:29]4)[n:14][cH:15][c:16]([CH3:18])[cH:17]2)[CH2:30][O:31][CH3:32])[cH:6][cH:7]1.[ClH:38].[O:39]1[CH2:40][CH2:41][O:42][CH2:43][CH2:44]1.[OH2:37]>>[Cl:1][c:2]1[c:3]([C:33]([F:34])([F:35])[F:36])[cH:4][c:5]([S:8](=[O:9])(=[O:10])[NH:11][c:12]2[c:13]([C:19](=[O:20])[c:21]3[c:22]4[c:23]([n:24][cH:25][cH:26]3)[nH:27][n:28][cH:29]4)[n:14][cH:15][c:16]([CH3:18])[cH:17]2)[cH:6][cH:7]1. The reactants are COc1cc(OC)nc(Oc2ccccc2C=O)n1, CO, NOCc1ccc(Cl)cc1Cl. The product is COc1cc(OC)nc(Oc2ccccc2C=NOCc2ccc(Cl)cc2Cl)n1. RXN SMILES: [CH3:1][O:2][c:3]1[n:4][c:5]([O:11][c:12]2[c:13]([CH:14]=[O:15])[cH:16][cH:17][cH:18][cH:19]2)[n:6][c:7]([O:9][CH3:10])[cH:8]1.[CH3:31][OH:32].[Cl:20][c:21]1[c:22]([CH2:23][O:24][NH2:25])[cH:26][cH:27][c:28]([Cl:30])[cH:29]1>>[CH3:1][O:2][c:3]1[n:4][c:5]([O:11][c:12]2[c:13]([CH:14]=[N:25][O:24][CH2:23][c:22]3[c:21]([Cl:20])[cH:29][c:28]([Cl:30])[cH:27][cH:26]3)[cH:16][cH:17][cH:18][cH:19]2)[n:6][c:7]([O:9][CH3:10])[cH:8]1. Reactants: C=CCON1C(=O)c2ccc(Cl)c3c(N4CCCC4)cc(NC(C)=O)c(c23)C1=O, ClCCl, [SiH3]c1ccccc1, c1ccc(P(c2ccccc2)(c2ccccc2)[Pd](P(c2ccccc2)(c2ccccc2)c2ccccc2)(P(c2ccccc2)(c2ccccc2)c2ccccc2)P(c2ccccc2)(c2ccccc2)c2ccccc2)cc1. Yields the product CC(=O)Nc1cc(N2CCCC2)c2c(Cl)ccc3c2c1C(=O)N(O)C3=O. RXN SMILES: [C:1]([CH3:2])(=[O:3])[NH:4][c:5]1[cH:6][c:7]([N:25]2[CH2:26][CH2:27][CH2:28][CH2:29]2)[c:8]2[c:9]3[c:10]1[C:11](=[O:24])[N:12]([O:20][CH2:21][CH:22]=[CH2:23])[C:13](=[O:19])[c:14]3[cH:15][cH:16][c:17]2[Cl:18].[Cl:37][CH2:38][Cl:39].[c:30]1([SiH3:31])[cH:32][cH:33][cH:34][cH:35][cH:36]1.[cH:40]1[cH:41][cH:42][c:43]([P:44]([Pd:45]([P:46]([c:47]2[cH:48][cH:49][cH:50][cH:51][cH:52]2)([c:53]2[cH:54][cH:55][cH:56][cH:57][cH:58]2)[c:59]2[cH:60][cH:61][cH:62][cH:63][cH:64]2)([P:65]([c:66]2[cH:67][cH:68][cH:69][cH:70][cH:71]2)([c:72]2[cH:73][cH:74][cH:75][cH:76][cH:77]2)[c:78]2[cH:79][cH:80][cH:81][cH:82][cH:83]2)[P:84]([c:85]2[cH:86][cH:87][cH:88][cH:89][cH:90]2)([c:91]2[cH:92][cH:93][cH:94][cH:95][cH:96]2)[c:97]2[cH:98][cH:99][cH:100][cH:101][cH:102]2)([c:103]2[cH:104][cH:105][cH:106][cH:107][cH:108]2)[c:109]2[cH:110][cH:111][cH:112][cH:113][cH:114]2)[cH:115][cH:116]1>>[C:1]([CH3:2])(=[O:3])[NH:4][c:5]1[cH:6][c:7]([N:25]2[CH2:26][CH2:27][CH2:28][CH2:29]2)[c:8]2[c:9]3[c:10]1[C:11](=[O:24])[N:12]([OH:20])[C:13](=[O:19])[c:14]3[cH:15][cH:16][c:17]2[Cl:18]. Reactants: CC(N)(C)C(=O)N[C@@H](C(C)C)C(=O)N(C)[C@H]([C@@H](CC(=O)N1[C@@H](CCC1)[C@@H]([C@H](C(=O)N[C@H](C(=O)OC)CC1=CC=CC=C1)C)OC)OC)[C@H](CC)C (2-methylalanyl-N-[(3R,4S,5S)-3-methoxy-1-{(2S)-2-[(1R,2R)-1-methoxy-3-{[(2S)-1-methoxy-1-oxo-3-phenylpropan-2-yl]amino}-2-methyl-3-oxopropyl]pyrrolidin-1-yl}-5-methyl-1-oxoheptan-4-yl]-N-methyl-L-valinamide), CC(N)(C)C(=O)N[C@@H](C(C)C)C(=O)N(C)[C@H]([C@@H](CC(=O)N1[C@@H](CCC1)[C@@H]([C@H](C(=O)N[C@H](C(=O)OC)CC1=CC=CC=C1)C)OC)OC)[C@H](CC)C (2-methylalanyl-N-[(3R,4S,5S)-3-methoxy-1-{(2S)-2-[(1R,2R)-1-methoxy-3-{[(2S)-1-methoxy-1-oxo-3-phenylpropan-2-yl]amino}-2-methyl-3-oxopropyl]pyrrolidin-1-yl}-5-methyl-1-oxoheptan-4-yl]-N-methyl-L-valinamide), C1=CC=CC=2C3=CC=CC=C3C(C12)COC(=O)NC(C)(C(=O)N[C@@H](C(C)C)C(=O)N(C)[C@H]([C@@H](CC(=O)N1[C@@H](CCC1)[C@@H]([C@H](C(=O)N[C@H](C(=O)OC)CC1=CC=CC=C1)C)OC)OC)[C@H](CC)C)C (N-[(9H-fluoren-9-ylmethoxy)carbonyl]-2-methylalanyl-N-[(3R,4S,5S)-3-methoxy-1-{(2S)-2-[(1R,2R)-1-methoxy-3-{[(2S)-1-methoxy-1-oxo-3-phenylpropan-2-yl]amino}-2-methyl-3-oxopropyl]pyrrolidin-1-yl}-5-methyl-1-oxoheptan-4-yl]-N-methyl-L-valinamide), C(C)NCC (diethylamine), CO (methanol). Run in ClCCl (dichloromethane), ClCCl (dichloromethane). Yields the product CC(N)(C)C(=O)N[C@@H](C(C)C)C(=O)N(C)[C@H]([C@@H](CC(=O)N1[C@@H](CCC1)[C@@H]([C@H](C(=O)NCCC1C=CC=CC=C1)C)OC)OC)[C@H](CC)C (2-Methylalanyl-N-[(3R,4S,5S)-1-{(2S)-2-[(1R,2R)-3-{[2-(cyclohepta-2,4,6-trien-1-yl)ethyl]amino}-1-methoxy-2-methyl-3-oxopropyl]pyrrolidin-1-yl}-3-methoxy-5-methyl-1-oxoheptan -4- yl]-N-methyl-L-valinamide). As a reaction SMILES: [CH3:1][C:2]([C:5]([NH:7][C@H:8]([C:12]([N:14]([C@@H:16]([C@@H:48]([CH3:51])[CH2:49][CH3:50])[C@H:17]([O:46][CH3:47])[CH2:18][C:19](N1CCC[C@H]1[C@H](OC)[C@@H](C)C(N[C@@H](CC1C=CC=CC=1)C(OC)=O)=O)=[O:20])[CH3:15])=[O:13])[CH:9]([CH3:11])[CH3:10])=[O:6])([CH3:4])[NH2:3].C1C2C(COC(NC(C)(C(N[C@H](C(N([C@@H]([C@@H](C)CC)[C@H](OC)CC([N:88]3[CH2:92][CH2:91][CH2:90][C@H:89]3[C@H:93]([O:111][CH3:112])[C@@H:94]([CH3:110])[C:95]([NH:97][C@@H:98]([CH2:103][C:104]3[CH:109]=[CH:108][CH:107]=[CH:106][CH:105]=3)C(OC)=O)=[O:96])=O)C)=O)C(C)C)=O)C)=O)C3C(=CC=CC=3)C=2C=CC=1.[CH2:120](NCC)C.CO>ClCCl>[CH3:1][C:2]([C:5]([NH:7][C@H:8]([C:12]([N:14]([C@@H:16]([C@@H:48]([CH3:51])[CH2:49][CH3:50])[C@H:17]([O:46][CH3:47])[CH2:18][C:19]([N:88]1[CH2:92][CH2:91][CH2:90][C@H:89]1[C@H:93]([O:111][CH3:112])[C@@H:94]([CH3:110])[C:95]([NH:97][CH2:98][CH2:103][CH:104]1[CH:109]=[CH:108][CH:107]=[CH:106][CH:105]=[CH:120]1)=[O:96])=[O:20])[CH3:15])=[O:13])[CH:9]([CH3:11])[CH3:10])=[O:6])([CH3:4])[NH2:3]. Procedure: Synthesis of 2-methylalanyl-N-[(3R,4S,5S)-3-methoxy-1-{(2S)-2-[(1R,2R)-1-methoxy-3-{[(2S)-1-methoxy-1-oxo-3-phenylpropan-2-yl]amino}-2-methyl-3-oxopropyl]pyrrolidin-1-yl}-5-methyl-1-oxoheptan-4-yl]-N-methyl-L-valinamide (#70). According to general procedure A, from #68 (240 mg, 0.255 mmol, 1 eq.), dichloromethane (10 mL, 0.026 M) and diethylamine (10 mL) was synthesized #70 (120 mg, 65%) as a white solid/glass mix after silica gel chromatography (Gradient: 0% to 10% methanol in dichloromethane).... Reagents/catalysts: [Pd] (palladium-charcoal). Isolated yield 98.7%. RXN SMILES: [CH3:1][C:2]1[C:11]([N+:12]([O-])=O)=[CH:10][CH:9]=[CH:8][C:3]=1[CH2:4][NH:5][CH2:6][CH3:7]>CCOC(C)=O.CCO.[Pd]>[CH2:6]([NH:5][CH2:4][C:3]1[C:2]([CH3:1])=[C:11]([CH:10]=[CH:9][CH:8]=1)[NH2:12])[CH3:7] |f:1.2|. Solvent: CCOC(=O)C.CCO (EtOAc EtOH). Starting materials: CC1=C(CNCC)C=CC=C1[N+](=O)[O-] (N-(2-methyl-3-nitrobenzyl)-1-ethanamine). Reported procedure: N-(2-methyl-3-nitrobenzyl)-1-ethanamine (0.46 g, 2.3 mmol) was hydrogenated over 5% palladium-charcoal 80 mg in EtOAc/EtOH 1:1 (14 ml) for four hours. The mixture was filtered through celite, and the filtrate was concentrated to give the title compound 0.373 g (97%) as a pale yellow oil. Product: C(C)NCC=1C(=C(N)C=CC1)C (3-[(Ethylamino)methyl]-2-methylaniline). Starting materials: CC(=O)OC1N=C(c2ccccc2)c2cc(Cl)ccc2-n2nc(C(N)=O)nc21, CO, O=S(=O)(O)O. Yields the product COC1N=C(c2ccccc2)c2cc(Cl)ccc2-n2nc(C(N)=O)nc21. As a reaction SMILES: [C:1](=[O:2])([CH3:3])[O:4][CH:5]1[c:6]2[n:7]([n:23][c:24]([C:26](=[O:27])[NH2:28])[n:25]2)-[c:8]2[c:9]([cH:18][c:19]([Cl:22])[cH:20][cH:21]2)[C:10]([c:12]2[cH:13][cH:14][cH:15][cH:16][cH:17]2)=[N:11]1.[CH3:34][OH:35].[S:29](=[O:30])(=[O:31])([OH:32])[OH:33]>>[CH3:1][O:4][CH:5]1[c:6]2[n:7]([n:23][c:24]([C:26](=[O:27])[NH2:28])[n:25]2)-[c:8]2[c:9]([cH:18][c:19]([Cl:22])[cH:20][cH:21]2)[C:10]([c:12]2[cH:13][cH:14][cH:15][cH:16][cH:17]2)=[N:11]1. The reactants are C(C)(=O)N1C(C(C2=CC=C(C=C12)C(=O)OC)=C(C1=CC=CC=C1)OCC)=O (1-acetyl-3-(1-ethoxy-1-phenylmethylene)-6-methoxycarbonyl-2-indolinone), N1(CCOCC1)CC(=O)N(C1=CC=C(C=C1)N)C (N-(morpholinyl-methylcarbonyl)-N-methyl-p-phenylenediamine). Product: N1(CCOCC1)CC(=O)N(C)C1=CC=C(N\C(\C2=CC=CC=C2)=C\2/C(NC3=CC(=CC=C23)C(=O)OC)=O)C=C1 (3-Z-[1-(4-(N-(morpholin-4-yl-methylcarbonyl)-N-methyl-amino)-anilino)-1-phenyl-methylene]-6-methoxycarbonyl-2-indolinone). RXN SMILES: C([N:4]1[C:12]2[C:7](=[CH:8][CH:9]=[C:10]([C:13]([O:15][CH3:16])=[O:14])[CH:11]=2)[C:6](=[C:17](OCC)[C:18]2[CH:23]=[CH:22][CH:21]=[CH:20][CH:19]=2)[C:5]1=[O:27])(=O)C.[N:28]1([CH2:34][C:35]([N:37]([CH3:45])[C:38]2[CH:43]=[CH:42][C:41]([NH2:44])=[CH:40][CH:39]=2)=[O:36])[CH2:33][CH2:32][O:31][CH2:30][CH2:29]1>>[N:28]1([CH2:34][C:35]([N:37]([C:38]2[CH:43]=[CH:42][C:41]([NH:44]/[C:17](=[C:6]3\[C:5](=[O:27])[NH:4][C:12]4[C:7]\3=[CH:8][CH:9]=[C:10]([C:13]([O:15][CH3:16])=[O:14])[CH:11]=4)/[C:18]3[CH:23]=[CH:22][CH:21]=[CH:20][CH:19]=3)=[CH:40][CH:39]=2)[CH3:45])=[O:36])[CH2:33][CH2:32][O:31][CH2:30][CH2:29]1. Reported procedure: Prepared from 1-acetyl-3-(1-ethoxy-1-phenylmethylene)-6-methoxycarbonyl-2-indolinone and N-(morpholinyl-methylcarbonyl)-N-methyl-p-phenylenediamine Rf value: 0.5 (silica gel, methylene chloride/methanol=9:1) C30H30N4O5